The task is: describe an organic reaction: reactants, conditions, products, and yield. This data is from the Open Reaction Database (ORD), a public repository of structured organic reaction records. Starting materials: CC(CC=O)(C)C (3,3-dimethylbutanal), N1CCCC1 (pyrrolidine), O.C1(=CC=C(C=C1)S(=O)(=O)O)C (p-toluenesulfonic acid monohydrate), [S] (Sulfur), N#CN (cyanamide). Solvent: C1CCCCC1 (cyclohexane), CO (methanol). Run at temperature 0 celsius, time 12 hour. Product: C(C)(C)(C)C1=CN=C(S1)N (5-tert-butylthiazol-2-amine). As a reaction SMILES: [CH3:1][C:2]([CH3:7])([CH3:6])[CH2:3][CH:4]=O.N1CCCC1.O.C1(C)C=CC([S:20](O)(=O)=O)=CC=1.[S].[N:26]#[C:27][NH2:28]>C1CCCCC1.CO>[C:2]([C:3]1[S:20][C:27]([NH2:28])=[N:26][CH:4]=1)([CH3:7])([CH3:6])[CH3:1] |f:2.3,^3:24|. Reported procedure: To a flask equipped with a Dean-Stark trap was added 3,3-dimethylbutanal (Aldrich, 5.0 g, 50 mmol), pyrrolidine (Aldrich, 4.4 mL, 52 mmol) and p-toluenesulfonic acid monohydrate (10 mg) in cyclohexane (70 mL). The mixture was heated to reflux for 3 hours, the water was removed and the organic phase was concentrated under reduced pressure. The residue was dissolved in methanol (20 mL) and cooled to 0° C. Sulfur (Aldrich, 1.6 g, 50 mmol) and a solution of cyanamide (Aldrich, 2.1 g, 50 mmol) in met...